describe an organic reaction: reactants, conditions, products, and yield From a dataset of the Open Reaction Database (ORD), a public repository of structured organic reaction records. The reactants are C1(CCCC1)OC=1C=C(C=CC1OC)C(CC(=O)O)C#CC1=CC=CC=C1 ((+/-)-3-(3-cyclopentyloxy-4-methoxyphenyl)-3-phenylethynylpropionic acid), CCO (EtOH). Reagents/catalysts: OS(=O)(=O)O (H2SO4). Product: C(C)OC(CC(C#CC1=CC=CC=C1)C1=CC(=C(C=C1)OC)OC1CCCC1)=O ((+/-)-Ethyl-3-(3-Cyclopentyloxy-4-methoxyphenyl)3-phenylethynylpropionate). Reaction SMILES: [CH:1]1([O:6][C:7]2[CH:8]=[C:9]([CH:15]([C:20]#[C:21][C:22]3[CH:27]=[CH:26][CH:25]=[CH:24][CH:23]=3)[CH2:16][C:17]([OH:19])=[O:18])[CH:10]=[CH:11][C:12]=2[O:13][CH3:14])[CH2:5][CH2:4][CH2:3][CH2:2]1.[CH3:28][CH2:29]O>OS(O)(=O)=O>[CH2:28]([O:18][C:17](=[O:19])[CH2:16][CH:15]([C:9]1[CH:10]=[CH:11][C:12]([O:13][CH3:14])=[C:7]([O:6][CH:1]2[CH2:5][CH2:4][CH2:3][CH2:2]2)[CH:8]=1)[C:20]#[C:21][C:22]1[CH:23]=[CH:24][CH:25]=[CH:26][CH:27]=1)[CH3:29]. Reported procedure: A solution of (+/-)-3-(3-cyclopentyloxy-4-methoxyphenyl)-3-phenylethynylpropionic acid (250 mg, 0.69 mmol) in EtOH (20 ml) and H2SO4 (1 drop) was refluxed for 6 hr. The solvent was evaporated, the residue taken up in Et2O, washed with aqueous Na2CO3, dried, and the solvent evaporated. The residue was crystallized from hexane, and gave the titled compound, 180 mg (67%). 1H NMR (400 MHz, CDCl3) δ 7.40 (m, 2 H), 7.28 (m, 3 H), 6.98 (m, 2 H), 6.82 (d, 1 H), 4.80 (m, 1 H), 4.32 (t, 1 H), 4.14 (q, 2 H... The reactants are example 1 ( b ), CS(=O)(=O)C=1C=CC(=C(C(=O)O)C1)OC(C(F)(F)F)C (Rac-5-Methanesulfonyl-2-(2,2,2-trifluoro-1-methyl-ethoxy)-benzoic acid), CC1=C(N=C(S1)N1CCNCC1)C(F)(F)F (1-(5-methyl-4-trifluoromethyl-thiazol-2-yl)-piperazine). Product: CS(=O)(=O)C=1C=CC(=C(C1)C(=O)N1CCN(CC1)C=1SC(=C(N1)C(F)(F)F)C)OC(C(F)(F)F)C ([5-Methanesulfonyl-2-(2,2,2-trifluoro-1-methyl-ethoxy)-phenyl]-[4-(5-methyl-4-trifluoromethyl-thiazol-2-yl)-piperazin-1-yl]-methanone). The yield is 61.0%. RXN SMILES: [CH3:1][S:2]([C:5]1[CH:6]=[CH:7][C:8]([O:14][CH:15]([CH3:20])[C:16]([F:19])([F:18])[F:17])=[C:9]([CH:13]=1)[C:10]([OH:12])=O)(=[O:4])=[O:3].[CH3:21][C:22]1[S:26][C:25]([N:27]2[CH2:32][CH2:31][NH:30][CH2:29][CH2:28]2)=[N:24][C:23]=1[C:33]([F:36])([F:35])[F:34]>>[CH3:1][S:2]([C:5]1[CH:6]=[CH:7][C:8]([O:14][CH:15]([CH3:20])[C:16]([F:19])([F:18])[F:17])=[C:9]([C:10]([N:30]2[CH2:31][CH2:32][N:27]([C:25]3[S:26][C:22]([CH3:21])=[C:23]([C:33]([F:36])([F:34])[F:35])[N:24]=3)[CH2:28][CH2:29]2)=[O:12])[CH:13]=1)(=[O:3])=[O:4]. Procedure details: Prepared in analogy to example 1 (b) from 5-methanesulfonyl-2-(2,2,2-trifluoro-1-methyl-ethoxy)-benzoic acid (Example A2) and 1-(5-methyl-4-trifluoromethyl-thiazol-2-yl)-piperazine (Example 54(a)). The crude material was purified by chromatography (SiO2, ethyl acetate/heptane) followed by trituration in pentane to yield the title compound as a white crystalline solid (yield 61%). MS (m/e): 546.3 (M+H+, 100%). The reactants are CC#N, CS(C)=O, O=C1NCc2cc(C(Cl)c3ccccc3)ccc2N1, c1c[nH]cn1. The product is O=C1NCc2cc(C(c3ccccc3)n3ccnc3)ccc2N1. Reaction SMILES: [CH3:25][C:26]#[N:27].[CH3:28][S:29](=[O:30])[CH3:31].[Cl:1][CH:2]([c:3]1[cH:4][c:5]2[c:10]([cH:11][cH:12]1)[NH:9][C:8](=[O:13])[NH:7][CH2:6]2)[c:14]1[cH:15][cH:16][cH:17][cH:18][cH:19]1.[nH:20]1[cH:21][n:22][cH:23][cH:24]1>>[CH:2]([c:3]1[cH:4][c:5]2[c:10]([cH:11][cH:12]1)[NH:9][C:8](=[O:13])[NH:7][CH2:6]2)([c:14]1[cH:15][cH:16][cH:17][cH:18][cH:19]1)[n:20]1[cH:21][n:22][cH:23][cH:24]1. The reactants are Cc1cccc([N+](=O)[O-])c1C(=O)O, CI, CC(C)=O, [K+], [K+], O=C([O-])[O-]. Yields the product COC(=O)c1c(C)cccc1[N+](=O)[O-]. As a reaction SMILES: [CH3:1][c:2]1[c:3]([C:4](=[O:5])[OH:6])[c:7]([N+:11](=[O:12])[O-:13])[cH:8][cH:9][cH:10]1.[CH3:20][I:21].[CH3:22][C:23](=[O:24])[CH3:25].[K+:14].[K+:15].[O-:16][C:17]([O-:18])=[O:19]>>[CH3:1][c:2]1[c:3]([C:4](=[O:5])[O:6][CH3:17])[c:7]([N+:11](=[O:12])[O-:13])[cH:8][cH:9][cH:10]1. Starting materials: CCc1cc(C=O)c(O)c(OC)c1, CCOC(C)=O, CC(C)c1cc2c(cc1Cl)C(Cl)=C(C(=O)O)C(C(F)(F)F)O2, CCOC(=O)C=CC(F)(F)F, [K+], [K+], O=C([O-])[O-], CN(C)C=O, O. Yields the product CCOC(=O)C1=Cc2cc(CC)cc(OC)c2OC1C(F)(F)F. As a reaction SMILES: [CH2:1]([CH3:2])[c:3]1[cH:4][c:5]([O:12][CH3:13])[c:6]([OH:11])[c:7]([CH:8]=[O:9])[cH:10]1.[CH3:58][CH2:59][O:60][C:61]([CH3:62])=[O:63].[Cl:20][C:21]1=[C:38]([C:39]([OH:40])=[O:41])[CH:33]([C:34]([F:35])([F:36])[F:37])[O:32][c:23]2[c:22]1[cH:31][c:29]([Cl:30])[c:25]([CH:26]([CH3:27])[CH3:28])[cH:24]2.[F:42][C:43]([CH:44]=[CH:45][C:46](=[O:47])[O:48][CH2:49][CH3:50])([F:51])[F:52].[K+:14].[K+:15].[O-:16][C:17]([O-:18])=[O:19].[O:53]=[CH:54][N:55]([CH3:56])[CH3:57].[OH2:64]>>[CH2:1]([CH3:2])[c:3]1[cH:4][c:5]([O:12][CH3:13])[c:6]2[c:7]([cH:10]1)[CH:8]=[C:45]([C:46](=[O:47])[O:48][CH2:49][CH3:50])[CH:44]([C:43]([F:42])([F:51])[F:52])[O:11]2. Reactants: C(C)OC(=O)CC1CN(CCO1)CC1=CC=CC=C1 (2-ethoxycarbonylmethyl-4-benzylmorpholine), [H-].[Al+3].[Li+].[H-].[H-].[H-] (lithium aluminum hydride), [H-].[Al+3].[Li+].[H-].[H-].[H-] (lithium aluminum hydride), C(C)(=O)OCC (ethyl acetate), O (water). Run in C(C)OCC (diethyl ether), C(C)OCC (diethyl ether). Reaction conditions: temperature 25 celsius, time 1 hour. The product is OCCC1CN(CCO1)CC1=CC=CC=C1 (2-(2-hydroxyethyl)-4-benzylmorpholine). Isolated yield 99.8%. Reaction SMILES: C([O:3][C:4]([CH2:6][CH:7]1[O:12][CH2:11][CH2:10][N:9]([CH2:13][C:14]2[CH:19]=[CH:18][CH:17]=[CH:16][CH:15]=2)[CH2:8]1)=O)C.[H-].[Al+3].[Li+].[H-].[H-].[H-].C(OCC)(=O)C.O>C(OCC)C>[OH:3][CH2:4][CH2:6][CH:7]1[O:12][CH2:11][CH2:10][N:9]([CH2:13][C:14]2[CH:19]=[CH:18][CH:17]=[CH:16][CH:15]=2)[CH2:8]1 |f:1.2.3.4.5.6|. Procedure details: A solution of 2-ethoxycarbonylmethyl-4-benzylmorpholine (41 g) in diethyl ether (100 ml) is added dropwise to a stirred suspension of lithium aluminum hydride (59.2 g) in diethyl ether (150 ml). The reaction mixture is stirred at 25° C. for 1 hour. The excess of lithium aluminum hydride is decomposed by the successive addition of ethyl acetate and water. The insoluble materials are filtered off, and the filtrate is evaporated to give the title compound (34.4 g) as an oil. The starting material, ... Yields the product FC(C(=O)O)(F)F.C(C)(=O)NC1=C(OCC(CN2[C@@H](C[C@@H](C2)OC2=CC=C(C=C2)Cl)C(=O)O)O)C=CC=C1 ((2S,4S)-{3-[2-(Acetylamino)phenoxy]-2-hydroxypropyl}4-(4-chlorophenoxy)-2-pyrrolidinecarboxylic Acid; Compound with Trifluoroacetic Acid), solid. Starting materials: O.[OH-].[Li+] (Lithium hydroxide hydrate), Cl.C(C)(=O)NC1=C(OCC(CN2[C@@H](C[C@@H](C2)OC2=CC=C(C=C2)Cl)C(=O)OC)O)C=CC=C1 (Methyl (2S,4S)-1-{3-[2-(acetylamino)phenoxy}-2-hydroxypropyl)-4-(4-chlorophenoxy)-2-pyrrolidinecarboxylate Hydrochloride), C(=O)(C(F)(F)F)O (TFA). Yield: 48.0%. Reaction SMILES: Cl.[C:2]([NH:5][C:6]1[CH:33]=[CH:32][CH:31]=[CH:30][C:7]=1[O:8][CH2:9][CH:10]([OH:29])[CH2:11][N:12]1[CH2:16][C@@H:15]([O:17][C:18]2[CH:23]=[CH:22][C:21]([Cl:24])=[CH:20][CH:19]=2)[CH2:14][C@H:13]1[C:25]([O:27]C)=[O:26])(=[O:4])[CH3:3].O.[OH-].[Li+].[C:37]([OH:43])([C:39]([F:42])([F:41])[F:40])=[O:38]>C(#N)C.O>[F:40][C:39]([F:42])([F:41])[C:37]([OH:43])=[O:38].[C:2]([NH:5][C:6]1[CH:33]=[CH:32][CH:31]=[CH:30][C:7]=1[O:8][CH2:9][CH:10]([OH:29])[CH2:11][N:12]1[CH2:16][C@@H:15]([O:17][C:18]2[CH:23]=[CH:22][C:21]([Cl:24])=[CH:20][CH:19]=2)[CH2:14][C@H:13]1[C:25]([OH:27])=[O:26])(=[O:4])[CH3:3] |f:0.1,2.3.4,8.9|. Conditions: time 0.5 hour. Procedure details: Compound (i) (50 mg, 0.1 mmol) was dissolved in acetonitrile (2 ml) and water (3 ml). Lithium hydroxide hydrate (8 mg, 0.2 mmol) dissolved in water (0.5 ml) was added. The reaction was complete after 0.5 h as determined by analytical HPLC. The mixture was acidified with TFA and purified by preparative RP-HPLC using acetonitrile and water containing 0.1% TFA as mobile phase. The appropriate fraction was concentrated in vacuo and the residue lyophilized from acetic acid to give the title compound ... Run in O (water), C(C)#N (acetonitrile), O (water).